This data is from the Open Reaction Database (ORD), a public repository of structured organic reaction records. The task is: describe an organic reaction: reactants, conditions, products, and yield Starting materials: CC(C)(C)[O-].[K+] (t-BuOK), S(=O)(=O)([O-])C1=CC=C(C)C=C1 (tosylate), O (Water), CCOC(=O)C (EtOAc). The solvent is C1CCOC1 (THF), C1CCOC1 (THF). Reaction conditions: temperature 0 celsius, time 2 hour. The product is C(=C)C1=CC=CC2=C1CCO2 (4-Vinyl-2,3-dihydrobenzofuran). The yield is 100.0%. RXN SMILES: S(C1[CH:11]=[CH:10][C:8]([CH3:9])=[CH:7][CH:6]=1)([O-])(=O)=O.CC([O-])(C)C.[K+].O.[CH3:19][CH2:20][O:21][C:22]([CH3:24])=O>C1COCC1>[CH:10]([C:8]1[C:9]2[CH2:19][CH2:20][O:21][C:22]=2[CH:24]=[CH:6][CH:7]=1)=[CH2:11] |f:1.2|. Procedure details: The Part C tosylate (100 g, 314 mmol) was dissolved in THF (1200 mL) in a 2000 mL three-neck round bottomed flask equipped with a mechanical stirrer, a digital thermometer, and a pressure equalizing addition funnel at room temperature. The reaction mixture was cooled to 0° C. by an ice-water bath. To this was added a solution of t-BuOK (1 M, 345.5 mL) in THF dropwise at 0° C. over a period of 110 min. The reaction mixture was warmed to ambient temperature and stirred for additional 2 hr. Water (...